Dataset: the Open Reaction Database (ORD), a public repository of structured organic reaction records. Task: describe an organic reaction: reactants, conditions, products, and yield Reactants: CCCC(=O)Cl, Cc1ccccc1, CCCCCCCCCCOc1cnc(-c2ccc(C=CC(C)O)cc2)nc1, c1ccncc1. Product: CCCCCCCCCCOc1cnc(-c2ccc(C=CC(C)OC(=O)CCC)cc2)nc1. As a reaction SMILES: [C:29]([CH2:30][CH2:31][CH3:32])(=[O:33])[Cl:34].[CH3:41][c:42]1[cH:43][cH:44][cH:45][cH:46][cH:47]1.[OH:1][CH:2]([CH:3]=[CH:4][c:5]1[cH:6][cH:7][c:8](-[c:11]2[n:12][cH:13][c:14]([O:17][CH2:18][CH2:19][CH2:20][CH2:21][CH2:22][CH2:23][CH2:24][CH2:25][CH2:26][CH3:27])[cH:15][n:16]2)[cH:9][cH:10]1)[CH3:28].[cH:35]1[cH:36][cH:37][n:38][cH:39][cH:40]1>>[O:1]([CH:2]([CH:3]=[CH:4][c:5]1[cH:6][cH:7][c:8](-[c:11]2[n:12][cH:13][c:14]([O:17][CH2:18][CH2:19][CH2:20][CH2:21][CH2:22][CH2:23][CH2:24][CH2:25][CH2:26][CH3:27])[cH:15][n:16]2)[cH:9][cH:10]1)[CH3:28])[C:29]([CH2:30][CH2:31][CH3:32])=[O:33].